describe an organic reaction: reactants, conditions, products, and yield From a dataset of the Open Reaction Database (ORD), a public repository of structured organic reaction records. Reactants: FC=1C=C2C=CC(=NC2=CC1OC)C (6-Fluoro-7-methoxy-2-methylquinoline), [NH4+].[OH-] (NH4OH). The solvent is Br (HBr). Yields the product FC=1C=C2C=CC(=NC2=CC1O)C (6-fluoro-2-methylquinolin-7-ol). Yield: 133.7%. As a reaction SMILES: [F:1][C:2]1[CH:3]=[C:4]2[C:9](=[CH:10][C:11]=1[O:12]C)[N:8]=[C:7]([CH3:14])[CH:6]=[CH:5]2.[NH4+].[OH-]>Br>[F:1][C:2]1[CH:3]=[C:4]2[C:9](=[CH:10][C:11]=1[OH:12])[N:8]=[C:7]([CH3:14])[CH:6]=[CH:5]2 |f:1.2|. Reported procedure: 6-Fluoro-7-methoxy-2-methylquinoline (5.2 g, 19 mmol) was heated to reflux in 48% aqueous HBr for 48 hours. After cooling, the reaction was basified (pH 8) by addition of NH4OH. The resulting solid was filtered, washed with water and dried to yield 6-fluoro-2-methylquinolin-7-ol (4.5 g, 93% yield) as a black solid. Procedure details: 2-Methyl-4-(3-phenylpyrrolidin-1-yl)quinolin-6-ol (0.05 g; see Example 42 below), 1-bromomethyl-4-methanesulfonylbenzene (0.08 g), caesium carbonate (0.1 g) in DMF (2 mL) was heated in a microwave at 120° C. for 15 minutes. The reaction mixture was diluted with water and extracted with dichloromethane, washed with water, dried (MgSO4), filtered and evaporated to give an oil. The residue was purified by chromatography on silica, eluting with a mixture of dichloromethane, and methanol. Evaporation... Reaction SMILES: [CH3:1][C:2]1[CH:11]=[C:10]([N:12]2[CH2:16][CH2:15][CH:14]([C:17]3[CH:22]=[CH:21][CH:20]=[CH:19][CH:18]=3)[CH2:13]2)[C:9]2[C:4](=[CH:5][CH:6]=[C:7]([OH:23])[CH:8]=2)[N:3]=1.Br[CH2:25][C:26]1[CH:31]=[CH:30][C:29]([S:32]([CH3:35])(=[O:34])=[O:33])=[CH:28][CH:27]=1.C(=O)([O-])[O-].[Cs+].[Cs+]>CN(C=O)C.O>[CH3:35][S:32]([C:29]1[CH:30]=[CH:31][C:26]([CH2:25][O:23][C:7]2[CH:8]=[C:9]3[C:4](=[CH:5][CH:6]=2)[N:3]=[C:2]([CH3:1])[CH:11]=[C:10]3[N:12]2[CH2:16][CH2:15][CH:14]([C:17]3[CH:22]=[CH:21][CH:20]=[CH:19][CH:18]=3)[CH2:13]2)=[CH:27][CH:28]=1)(=[O:33])=[O:34] |f:2.3.4|. Starting materials: CC1=NC2=CC=C(C=C2C(=C1)N1CC(CC1)C1=CC=CC=C1)O (2-Methyl-4-(3-phenylpyrrolidin-1-yl)quinolin-6-ol), BrCC1=CC=C(C=C1)S(=O)(=O)C (1-bromomethyl-4-methanesulfonylbenzene), C([O-])([O-])=O.[Cs+].[Cs+] (caesium carbonate). Run in CN(C)C=O (DMF), O (water). The product is CS(=O)(=O)C1=CC=C(COC=2C=C3C(=CC(=NC3=CC2)C)N2CC(CC2)C2=CC=CC=C2)C=C1 (6-(4-Methanesulfonylbenzyloxy)-2-methyl-4-(3-phenylpyrrolidin-1-yl)quinoline). The reactants are C1CCOC1 (THF), solution, ClC1=CC=C(C=C1)C=1C=C(C(=NC1C1=C(C=C(C=C1)Cl)Cl)OC(C(=O)OC)C1=CC(=C(C=C1)F)F)C#N (Methyl {[5-(4-chlorophenyl)-3-cyano-6-(2,4-dichlorophenyl)pyridin-2-yl]oxy}(3,4-difluorophenyl)acetate), C1CCOC1 (THF), C[Si](C)(C)[NH-].C[Si](C)(C)[NH-].[Li+].[Li+] (lithium bis(trimethylsilylamide)). Reaction conditions: time 30 minute. The product is ClC1=CC=C(C=C1)C=1C=C2C(=NC1C1=C(C=C(C=C1)Cl)Cl)OC(C2=O)(C(=O)OC)C2=CC(=C(C=C2)F)F (Methyl 5-(4-chlorophenyl)-6-(2,4-dichlorophenyl)-2-(3,4-difluorophenyl)-3-oxo-2,3-dihydrofuro[2,3-b]pyridine-2-carboxylate). Reaction SMILES: [Cl:1][C:2]1[CH:7]=[CH:6][C:5]([C:8]2[CH:9]=[C:10]([C:36]#N)[C:11]([O:22][CH:23]([C:28]3[CH:33]=[CH:32][C:31]([F:34])=[C:30]([F:35])[CH:29]=3)[C:24]([O:26][CH3:27])=[O:25])=[N:12][C:13]=2[C:14]2[CH:19]=[CH:18][C:17]([Cl:20])=[CH:16][C:15]=2[Cl:21])=[CH:4][CH:3]=1.C[Si]([NH-])(C)C.C[Si]([NH-])(C)C.[Li+].[Li+].C1C[O:53]CC1>>[Cl:1][C:2]1[CH:3]=[CH:4][C:5]([C:8]2[CH:9]=[C:10]3[C:36](=[O:53])[C:23]([C:28]4[CH:33]=[CH:32][C:31]([F:34])=[C:30]([F:35])[CH:29]=4)([C:24]([O:26][CH3:27])=[O:25])[O:22][C:11]3=[N:12][C:13]=2[C:14]2[CH:19]=[CH:18][C:17]([Cl:20])=[CH:16][C:15]=2[Cl:21])=[CH:6][CH:7]=1 |f:1.2.3.4|. Reported procedure: To a magnetically stirred solution of 1.20 g (2.14 mmol) the product of Step A dissolved in 12 mL of THF was slowly added 3.2 mL of a 1.0 N solution (3.2 mmol) of lithium bis(trimethylsilylamide) in THF at 0° C. The reaction mixture was stirred for 30 min and allowed to warm to room temperature. The reaction mixture was then quenched by addition of excesss 10% aqueous NaHSO4 and extracted into EtOAc. The organic layer was separated, washed with water, dried (MgSO4), filtered and evaporated. The ... As a reaction SMILES: [CH3:21][I:22].[K+:15].[K+:16].[O-:17][C:18]([O-:19])=[O:20].[O:23]=[CH:24][N:25]([CH3:26])[CH3:27].[SH:1][c:2]1[o:3][c:4]2[c:5]([n:6]1)[cH:7][c:8]([S:11](=[O:12])(=[O:13])[NH2:14])[cH:9][cH:10]2>>[S:1]([c:2]1[o:3][c:4]2[c:5]([n:6]1)[cH:7][c:8]([S:11](=[O:12])(=[O:13])[NH2:14])[cH:9][cH:10]2)[CH3:18]. The reactants are CI, [K+], [K+], O=C([O-])[O-], CN(C)C=O, NS(=O)(=O)c1ccc2oc(S)nc2c1. The product is CSc1nc2cc(S(N)(=O)=O)ccc2o1. The reactants are Cc1ccc2nc[nH]c2c1, O, O=[N+]([O-])O. The product is Cc1cc2[nH]cnc2cc1[N+](=O)[O-]. Reaction SMILES: [CH3:5][c:6]1[cH:7][c:8]2[c:9]([n:10][cH:11][nH:12]2)[cH:13][cH:14]1.[OH2:15].[OH:1][N+:2]([O-:3])=[O:4]>>[O-:1][N+:2](=[O:4])[c:14]1[c:6]([CH3:5])[cH:7][c:8]2[c:9]([n:10][cH:11][nH:12]2)[cH:13]1. Starting materials: FC=1C=C(C=CC1F)CC(=O)NNC(C1=CC(=C(C=C1)C1=CN=C(O1)C)OC)=O (N′-[(3,4-difluorophenyl)acetyl]-3-methoxy-4-(2-methyl-1,3-oxazol-5-yl)benzohydrazide), C(Cl)(Cl)(Cl)Cl (carbon tetrachloride), C1(=CC=CC=C1)P(C1=CC=CC=C1)C1=CC=CC=C1 (triphenylphosphine). Run in C(C)#N (acetonitrile). Run at temperature 80 celsius, time 2 hour. The product is FC=1C=C(CC=2OC(=NN2)C2=CC(=C(C=C2)C2=CN=C(O2)C)OC)C=CC1F (2-(3,4-difluorobenzyl)-5-[3-methoxy-4-(2-methyl-1,3-oxazol-5-yl)phenyl]-1,3,4-oxadiazole). The yield is 53.8%. RXN SMILES: [F:1][C:2]1[CH:3]=[C:4]([CH2:9][C:10]([NH:12][NH:13][C:14](=O)[C:15]2[CH:20]=[CH:19][C:18]([C:21]3[O:25][C:24]([CH3:26])=[N:23][CH:22]=3)=[C:17]([O:27][CH3:28])[CH:16]=2)=[O:11])[CH:5]=[CH:6][C:7]=1[F:8].C(Cl)(Cl)(Cl)Cl.C1(P(C2C=CC=CC=2)C2C=CC=CC=2)C=CC=CC=1>C(#N)C>[F:1][C:2]1[CH:3]=[C:4]([CH:5]=[CH:6][C:7]=1[F:8])[CH2:9][C:10]1[O:11][C:14]([C:15]2[CH:20]=[CH:19][C:18]([C:21]3[O:25][C:24]([CH3:26])=[N:23][CH:22]=3)=[C:17]([O:27][CH3:28])[CH:16]=2)=[N:13][N:12]=1. Procedure details: A mixture of N′-[(3,4-difluorophenyl)acetyl]-3-methoxy-4-(2-methyl-1,3-oxazol-5-yl)benzohydrazide (4.69 g), carbon tetrachloride (2.24 mL) and triphenylphosphine (12.3 g) in acetonitrile (117 mL) was stirred at 80° C. for 2 hr. The mixture was allowed to cool to room temperature, the precipitate was filtered off, and the filtrate was concentrated. Water was added to the residue, and the mixture was extracted with ethyl acetate. The extract was dried over anhydrous magnesium sulfate, and the solv...